Dataset: the Open Reaction Database (ORD), a public repository of structured organic reaction records. Task: describe an organic reaction: reactants, conditions, products, and yield Reactants: C(CCCCC)N1C(C2C(C2C1)(C)C1=CC(=CC=C1)C1=CN=CN1)=O (3-hexyl-6-[3-(1H-imidazol-5-yl)phenyl]-6-methyl-3-azabicyclo[3.1.0]hexan-2-one), [H-].[Al+3].[Li+].[H-].[H-].[H-] (lithium aluminium hydride), C(O)([O-])=O.[Na+] (sodium hydrogen carbonate), C(C)(=O)OCC (ethyl acetate). Reagents/catalysts: [OH-].[Na+] (sodium hydroxide). The solvent is O1CCCC1 (tetrahydrofuran). Reaction conditions: time 30 minute. Yields the product C(CCCCC)N1CC2C(C2C1)(C)C1=CC(=CC=C1)C1=CN=CN1 (3-Hexyl-6-[3-(1H-imidazol-5-yl)phenyl]-6-methyl-3-azabicyclo[3.1.0]hexane). Isolated yield 74.4%. As a reaction SMILES: [CH2:1]([N:7]1[CH2:12][CH:11]2[CH:9]([C:10]2([C:14]2[CH:19]=[CH:18][CH:17]=[C:16]([C:20]3[NH:24][CH:23]=[N:22][CH:21]=3)[CH:15]=2)[CH3:13])[C:8]1=O)[CH2:2][CH2:3][CH2:4][CH2:5][CH3:6].[H-].[Al+3].[Li+].[H-].[H-].[H-].C(OCC)(=O)C.C(=O)([O-])O.[Na+]>O1CCCC1.[OH-].[Na+]>[CH2:1]([N:7]1[CH2:12][CH:11]2[CH:9]([C:10]2([C:14]2[CH:19]=[CH:18][CH:17]=[C:16]([C:20]3[NH:24][CH:23]=[N:22][CH:21]=3)[CH:15]=2)[CH3:13])[CH2:8]1)[CH2:2][CH2:3][CH2:4][CH2:5][CH3:6] |f:1.2.3.4.5.6,8.9,11.12|. Procedure details: To a solution of 3-hexyl-6-[3-(1H-imidazol-5-yl)phenyl]-6-methyl-3-azabicyclo[3.1.0]hexan-2-one (Preparation 75, 21 mg, 62.3 μmol) in tetrahydrofuran (1.5 ml) at room temperature was added lithium aluminium hydride (1.0 M in tetrahydrofuran, 0.12 ml, 0.12 mmol) over 2 min. The reaction mixture was stirred at room temperature for 30 min and then heated under reflux for 2 h before cooling to room temperature. Aqueous sodium hydroxide solution (1 M, a few drops) and excess ethyl acetate were added ... Reactants: CC#N, O=Cc1cccc(OCC(O)c2ccccc2)c1. Product: N#CCC(O)c1cccc(OCC(O)c2ccccc2)c1. Reaction SMILES: [CH3:19][C:20]#[N:21].[OH:1][CH:2]([CH2:3][O:4][c:5]1[cH:6][c:7]([CH:8]=[O:9])[cH:10][cH:11][cH:12]1)[c:13]1[cH:14][cH:15][cH:16][cH:17][cH:18]1>>[OH:1][CH:2]([CH2:3][O:4][c:5]1[cH:6][c:7]([CH:8]([OH:9])[CH2:19][C:20]#[N:21])[cH:10][cH:11][cH:12]1)[c:13]1[cH:14][cH:15][cH:16][cH:17][cH:18]1. Reactants: C(=O)(O)CCCC=CC1=C(N(C2=CC=CC=C12)C)C=1C=NC=CC1 (3-(5-carboxypent-1-enyl)-1-methyl-2-(3-pyridyl)indole). Reagents/catalysts: [Pd] (Pd/C). Solvent: C(C)O (ethanol). Conditions: time 2 hour. Yields the product CN1C(=C(C2=CC=CC=C12)CCCCCC(=O)O)C=1C=NC=CC1 (1-methyl-2-(3-pyridyl)-3-(5-carboxypentyl)-indole). Reaction SMILES: [C:1]([CH2:4][CH2:5][CH2:6][CH:7]=[CH:8][C:9]1[C:17]2[C:12](=[CH:13][CH:14]=[CH:15][CH:16]=2)[N:11]([CH3:18])[C:10]=1[C:19]1[CH:20]=[N:21][CH:22]=[CH:23][CH:24]=1)([OH:3])=[O:2]>C(O)C.[Pd]>[CH3:18][N:11]1[C:12]2[C:17](=[CH:16][CH:15]=[CH:14][CH:13]=2)[C:9]([CH2:8][CH2:7][CH2:6][CH2:5][CH2:4][C:1]([OH:3])=[O:2])=[C:10]1[C:19]1[CH:20]=[N:21][CH:22]=[CH:23][CH:24]=1. Procedure details: A solution of 3-(5-carboxypent-1-enyl)-1-methyl-2-(3-pyridyl)indole (0.51 g) in absolute ethanol (20 ml), to which is added 10% Pd/C (0.05 g), is hydrogenated at 3 atmospheres pressure for 2 hours. The catalyst is removed by filtration and the filtrate concentrated to dryness. Trituration of the residue with absolute ethanol gives a while solid, m.p. 117°-120°. Recrystallization from acetonitrile yields 1-methyl-2-(3-pyridyl)-3-(5-carboxypentyl)indole (the compound of Example 3), m.p. 128°-130°.